Dataset: the Open Reaction Database (ORD), a public repository of structured organic reaction records. Task: describe an organic reaction: reactants, conditions, products, and yield Reactants: O=C(O)CCC(=O)O, CO, Cl, CC(C)(C)OC(=O)N1CCC(c2nc(C(F)(F)F)cn2CCN2CCCC2)CC1. Product: FC(F)(F)c1cn(CCN2CCCC2)c(C2CCNCC2)n1. RXN SMILES: [C:1]([OH:2])(=[O:3])[CH2:4][CH2:5][C:6]([OH:7])=[O:8].[CH3:39][OH:40].[ClH:38].[F:9][C:10]([c:11]1[n:12][c:13]([CH:23]2[CH2:24][CH2:25][N:26]([C:29]([O:30][C:31]([CH3:32])([CH3:33])[CH3:34])=[O:35])[CH2:27][CH2:28]2)[n:14]([CH2:16][CH2:17][N:18]2[CH2:19][CH2:20][CH2:21][CH2:22]2)[cH:15]1)([F:36])[F:37]>>[F:9][C:10]([c:11]1[n:12][c:13]([CH:23]2[CH2:24][CH2:25][NH:26][CH2:27][CH2:28]2)[n:14]([CH2:16][CH2:17][N:18]2[CH2:19][CH2:20][CH2:21][CH2:22]2)[cH:15]1)([F:36])[F:37]. The reactants are C(CCC)[Li] (Butyllithium), C(C)(C)[Mg]Cl (Iso-propylmagnesium chloride), solution, [Cl-].[NH4+] (ammonium chloride), solution, C(=O)N1CCOCC1 (4-formylmorpholine), BrC1=CC(=C(C=C1)F)C=COC (4-Bromo-1-fluoro-2-(2-methoxyvinyl)benzene). Run in C1CCOC1 (THF), CCCCCC (hexane), CC1OCCC1 (2-methyltetrahydrofuran), CC1OCCC1 (2-methyltetrahydrofuran). Reaction conditions: temperature -10 celsius, time 30 minute. Yields the product FC1=C(C=C(C=O)C=C1)C=COC (4-Fluoro-3-(2-methoxyvinyl)benzaldehyde). RXN SMILES: Br[C:2]1[CH:7]=[CH:6][C:5]([F:8])=[C:4]([CH:9]=[CH:10][O:11][CH3:12])[CH:3]=1.C([Mg]Cl)(C)C.C([Li])CCC.[CH:23](N1CCOCC1)=[O:24].[Cl-].[NH4+]>CC1CCCO1.C1COCC1.CCCCCC>[F:8][C:5]1[CH:6]=[CH:7][C:2]([CH:23]=[O:24])=[CH:3][C:4]=1[CH:9]=[CH:10][O:11][CH3:12] |f:4.5|. Procedure details: 4-Bromo-1-fluoro-2-(2-methoxyvinyl)benzene (limiting reagent) (step c) was dissolved in 2-methyltetrahydrofuran (5 volumes) and the solution cooled to −10° C. Iso-propylmagnesium chloride (0.37 molar equivalents of a 2M solution in THF) was added dropwise, keeping the temperature at −7° C. (+ or −2° C.), over about 30 minutes, followed by Butyllithium (0.74 molar equivalents of a 1.5M solution in hexane), controlling the temperature at −6° C. (+ or −2° C.), over about 1 hour. Stirred for 45 minu...